This data is from the Open Reaction Database (ORD), a public repository of structured organic reaction records. The task is: describe an organic reaction: reactants, conditions, products, and yield The reactants are C(C)C1=C(C=NC=C1)F (4-ethyl-3-fluoropyridine), OO (hydrogen peroxide). Solvent: C(C)(=O)O (acetic acid). Product: C(C)C1=C(C=[N+](C=C1)[O-])F (4-Ethyl-3-fluoropyridine-N-oxide). Yield: 100.0%. As a reaction SMILES: [CH2:1]([C:3]1[CH:8]=[CH:7][N:6]=[CH:5][C:4]=1[F:9])[CH3:2].[OH:10]O>C(O)(=O)C>[CH2:1]([C:3]1[CH:8]=[CH:7][N+:6]([O-:10])=[CH:5][C:4]=1[F:9])[CH3:2]. Procedure: To a mixture of 4-ethyl-3-fluoropyridine (R. P. Dikinson et al., Bioorg. Med. Chem. Lett., 1996, 6, 2031, 28.51 g, 205.9 mmol) and 30% hydrogen peroxide (30 ml) in acetic acid (300 ml) was heated at reflux temperature for 3 h. After cooling to room temperature, the resulting mixture was concentrated. The residue was diluted in dichloromethane (300 ml) and dried (MgSO4). Removal of solvent gave 32.30 g (100%) of the title compound as an oil. Starting materials: C(CC(C)C)=O (isovaleraldehyde), C(#N)CC(=O)OCC (ethyl cyanoacetate), N1CCCCC1 (piperidine). Run in C(C)(=O)O (acetic acid), C(C)(=O)O (acetic acid). Run at time 18 hour. The product is C(#N)/C(/C(=O)OCC)=C\CC(C)C ((E)-Ethyl 2-Cyano-5-methyl-2-hexenoate). The yield is 77.1%. Reaction SMILES: [CH:1](=O)[CH2:2][CH:3]([CH3:5])[CH3:4].[C:7]([CH2:9][C:10]([O:12][CH2:13][CH3:14])=[O:11])#[N:8].N1CCCCC1>C(O)(=O)C>[C:7](/[C:9](=[CH:1]\[CH2:2][CH:3]([CH3:5])[CH3:4])/[C:10]([O:12][CH2:13][CH3:14])=[O:11])#[N:8]. Procedure details: To a mixture of 3.00 mL (28.0 mmoles) of isovaleraldehyde and 3.00 mL (28.1 mmoles) of ethyl cyanoacetate in 4.0 mL of glacial acetic acid was added a solution of 0.10 mL of piperidine in 1.0 mL of glacial acetic acid. This mixture was subsequently stirred at room temperature for 18 hours, after which the product was isolated by diluting the mixture with 50 mL of 10% aqueous sodium chloride and extraction with ether. The combined extracts were washed thoroughly with 50 mL portions of 10% aqueous... The yield is 43.3%. Product: hexanes ethyl acetate, C1(CCCCCC1)/C=C(/C(=O)NC=1SC=CN1)\C1=CC(=C(C=C1)S(=O)(=O)C)C(F)(F)F ((E)-3-cycloheptyl-2-(4-methanesulfonyl-3-trifluoromethyl-phenyl)-N-thiazol-2-yl-acrylamide). Starting materials: C1(=CC=CC=C1)P(C1=CC=CC=C1)C1=CC=CC=C1 (triphenylphosphine), C1(CCCCCC1)/C=C(/C(=O)O)\C1=CC(=C(C=C1)S(=O)(=O)C)C(F)(F)F ((E)-3-cycloheptyl-2-(4-(methanesulfonyl)-3-(trifluoromethyl)-phenyl)-acrylic acid), NC=1SC=CN1 (2-aminothiazole), BrN1C(CCC1=O)=O (N-bromosuccinimide). The solvent is C(Cl)Cl (methylene chloride). Procedure: A solution of triphenylphosphine (341 mg, 1.3 mmol) in methylene chloride (7 mL) was cooled to 0° C. and then treated with N-bromosuccinimide (231 mg, 1.3 mmol). The reaction mixture was stirred at 0° C. for 30 min and then treated with (E)-3-cycloheptyl-2-(4-(methanesulfonyl)-3-(trifluoromethyl)-phenyl)-acrylic acid (255 mg, 0.65 mmol). After 15 min at 0° C., the reaction mixture became clear. The clear solution was then allowed to warm to 25° C. where it was stirred for 1.5 h. The reaction mix... Run at temperature 0 celsius, time 30 minute. Reaction SMILES: C1(P(C2C=CC=CC=2)C2C=CC=CC=2)C=CC=CC=1.BrN1C(=O)CCC1=O.[CH:28]1(/[CH:35]=[C:36](\[C:40]2[CH:45]=[CH:44][C:43]([S:46]([CH3:49])(=[O:48])=[O:47])=[C:42]([C:50]([F:53])([F:52])[F:51])[CH:41]=2)/[C:37]([OH:39])=O)[CH2:34][CH2:33][CH2:32][CH2:31][CH2:30][CH2:29]1.[NH2:54][C:55]1[S:56][CH:57]=[CH:58][N:59]=1>C(Cl)Cl>[CH:28]1(/[CH:35]=[C:36](\[C:40]2[CH:45]=[CH:44][C:43]([S:46]([CH3:49])(=[O:48])=[O:47])=[C:42]([C:50]([F:53])([F:52])[F:51])[CH:41]=2)/[C:37]([NH:54][C:55]2[S:56][CH:57]=[CH:58][N:59]=2)=[O:39])[CH2:34][CH2:33][CH2:32][CH2:31][CH2:30][CH2:29]1. Reactants: Cc1ncc(C(CO)NC(c2ccccc2)(c2ccccc2)c2ccccc2)s1, CN(C)C=O, Clc1ccc2onc(Cl)c2c1, [H-], [Na+]. The product is Cc1ncc(C(COc2noc3ccc(Cl)cc23)NC(c2ccccc2)(c2ccccc2)c2ccccc2)s1. Reaction SMILES: [CH3:3][c:4]1[s:5][c:6]([CH:9]([CH2:10][OH:11])[NH:12][C:13]([c:14]2[cH:15][cH:16][cH:17][cH:18][cH:19]2)([c:20]2[cH:21][cH:22][cH:23][cH:24][cH:25]2)[c:26]2[cH:27][cH:28][cH:29][cH:30][cH:31]2)[cH:7][n:8]1.[CH3:43][N:44]([CH3:45])[CH:46]=[O:47].[Cl:32][c:33]1[n:34][o:35][c:36]2[c:37]1[cH:38][c:39]([Cl:42])[cH:40][cH:41]2.[H-:1].[Na+:2]>>[CH3:3][c:4]1[s:5][c:6]([CH:9]([CH2:10][O:11][c:33]2[n:34][o:35][c:36]3[c:37]2[cH:38][c:39]([Cl:42])[cH:40][cH:41]3)[NH:12][C:13]([c:14]2[cH:15][cH:16][cH:17][cH:18][cH:19]2)([c:20]2[cH:21][cH:22][cH:23][cH:24][cH:25]2)[c:26]2[cH:27][cH:28][cH:29][cH:30][cH:31]2)[cH:7][n:8]1. Starting materials: O (water), Cl (HCl), ClC=1C=C(C=CC1Cl)C1(CN(C(O1)=O)CC1=CC(=CC(=C1)C(F)(F)F)C(F)(F)F)CCOS(=O)(=O)C (5-(3,4-Dichlorophenyl)-5-[2-(methanesulfonyloxy)ethyl]-3-[3,5-bis(trifluoromethyl)benzyl]oxazolidin-2-one), C1(=CC=C(C=C1)S(=O)(=O)O)C.C(C)(=O)NC1(CCNCC1)C1=CC=CC=C1 (4-acetamido-4-phenylpiperidine p-toluenesulfonate). Solvent: CCOCC (ether), CN(C)C=O (DMF), C(Cl)Cl (DCM). Reaction conditions: temperature 80 celsius. Product: O.Cl.C(C)(=O)NC1(CCN(CC1)CCC1(CN(C(O1)=O)CC1=CC(=CC(=C1)C(F)(F)F)C(F)(F)F)C1=CC(=C(C=C1)Cl)Cl)C1=CC=CC=C1 (5-[2-(4-Acetamido-4-phenylpiperid-1-yl)ethyl]-5-(3,4-dichlorophenyl)-3-[3,5-bis(trifluoromethyl)benzyl]oxazolidin-2-one hydrochloride monohydrate). The yield is 67.5%. Reaction SMILES: [Cl:1][C:2]1[CH:3]=[C:4]([C:9]2([CH2:30][CH2:31]OS(C)(=O)=O)[O:13][C:12](=[O:14])[N:11]([CH2:15][C:16]3[CH:21]=[C:20]([C:22]([F:25])([F:24])[F:23])[CH:19]=[C:18]([C:26]([F:29])([F:28])[F:27])[CH:17]=3)[CH2:10]2)[CH:5]=[CH:6][C:7]=1[Cl:8].C1(C)C=CC(S(O)(=O)=O)=CC=1.[C:48]([NH:51][C:52]1([C:58]2[CH:63]=[CH:62][CH:61]=[CH:60][CH:59]=2)[CH2:57][CH2:56][NH:55][CH2:54][CH2:53]1)(=[O:50])[CH3:49].O.Cl>CN(C=O)C.C(Cl)Cl.CCOCC>[OH2:13].[ClH:1].[C:48]([NH:51][C:52]1([C:58]2[CH:63]=[CH:62][CH:61]=[CH:60][CH:59]=2)[CH2:53][CH2:54][N:55]([CH2:31][CH2:30][C:9]2([C:4]3[CH:5]=[CH:6][C:7]([Cl:8])=[C:2]([Cl:1])[CH:3]=3)[O:13][C:12](=[O:14])[N:11]([CH2:15][C:16]3[CH:21]=[C:20]([C:22]([F:25])([F:23])[F:24])[CH:19]=[C:18]([C:26]([F:28])([F:27])[F:29])[CH:17]=3)[CH2:10]2)[CH2:56][CH2:57]1)(=[O:50])[CH3:49] |f:1.2,8.9.10|. Reported procedure: A mixture of 1.5 g of the compound obtained in step B of EXAMPLE 21, 1.5 g of 4-acetamido-4-phenylpiperidine p-toluenesulfonate and 1.6 g of K2 CO3 in 4 ml of DMF is heated at 80° C. for 3 hours. After cooling, the reaction mixture is poured into water and extracted with an AcOEt/ether mixture (50/50; v/v), the organic phase is washed with water and dried over MgSO4 and the solvent is evaporated off under vacuum. The residue is chromatographed on silica H using a DCM/MeOH mixture (100/3; v/v) as...